The task is: describe an organic reaction: reactants, conditions, products, and yield. This data is from the Open Reaction Database (ORD), a public repository of structured organic reaction records. Reactants: FC1=C(C(=O)N)C=C(C(=C1C)F)F (2,4,5-trifluoro-3-methylbenzamide), S(O)(O)(=O)=O (sulfuric acid), ice water. Reaction conditions: time 2 hour. Yields the product FC1=C(C(=O)O)C=C(C(=C1C)F)F (2,4,5-Trifluoro-3-methylbenzoic acid). As a reaction SMILES: [F:1][C:2]1[C:10]([CH3:11])=[C:9]([F:12])[C:8]([F:13])=[CH:7][C:3]=1[C:4](N)=[O:5].S(=O)(=O)(O)[OH:15]>>[F:1][C:2]1[C:10]([CH3:11])=[C:9]([F:12])[C:8]([F:13])=[CH:7][C:3]=1[C:4]([OH:15])=[O:5]. Procedure: A mixture of 2,4,5-trifluoro-3-methylbenzamide (0.38 g) in 18N sulfuric acid (3 ml) was stirred on an oil bath (100° to 110° C.) for 2 hours. After cooling, to the reacting mixture was added ice-water (10 ml), the resulting precipitate was collected by filtration and recrystallized from hexane to give the title compound (0.30 g) as colorless needles, mp 103°-105° C. Reactants: O1CCCC1 (tetrahydrofuran), C(C)OC(=O)C=1SC(=C(C1CC(=O)OC)C#N)NC(C(=O)OCC)C(=O)OCC (5-(bis-ethoxycarbonylmethyl-amino)-4-cyano-3-methoxycarbonylmethyl-thiophene-2-carboxylic acid ethyl ester), aq. solution, [OH-].[Li+] (lithium hydroxide), [Cl-].[Sr+2].[Cl-] (strontium chloride). Solvent: O (water). Run at time 5 hour. Yields the product C(C1=C(SC(=C1C#N)N(CC(=O)[O-])CC(=O)[O-])C(=O)[O-])C(=O)[O-].O.O.O.O.O.O.O.O.[Sr+2].[Sr+2] (strontium ranelate octahydrate). Reaction SMILES: [O:1]1[CH2:5][CH2:4]CC1.C([O:8][C:9]([C:11]1[S:12][C:13]([NH:23][CH:24]([C:30]([O:32]CC)=[O:31])C(OCC)=O)=[C:14]([C:21]#[N:22])[C:15]=1[CH2:16][C:17]([O:19]C)=[O:18])=[O:10])C.[OH-:35].[Li+].[Cl-].[Sr+2:38].[Cl-]>O>[CH2:16]([C:17]([O-:19])=[O:18])[C:15]1[C:14]([C:21]#[N:22])=[C:13]([N:23]([CH2:24][C:30]([O-:32])=[O:31])[CH2:4][C:5]([O-:1])=[O:35])[S:12][C:11]=1[C:9]([O-:8])=[O:10].[OH2:1].[OH2:1].[OH2:1].[OH2:1].[OH2:1].[OH2:1].[OH2:1].[OH2:1].[Sr+2:38].[Sr+2:38] |f:2.3,4.5.6,8.9.10.11.12.13.14.15.16.17.18|. Reported procedure: A mixture of tetrahydrofuran (375 ml), 5-(bis-ethoxycarbonylmethyl-amino)-4-cyano-3-methoxycarbonylmethyl-thiophene-2-carboxylic acid ethyl ester (250 g) and 1200 ml 10% aq. solution of lithium hydroxide was stirred at room temperature for about 4 to 6 hours in a round bottom flask. The reaction mass was filtered off to remove any insoluble material. The clear filtrate was further stirred with 2.2 moles of strontium chloride in 1.7 liters of water for 15 to 20 hours at room temperature. The prec... Reactants: C1CCNCC1, CCOC(=O)c1sc(-c2ccc(N3CCCCC3)c([N+](=O)[O-])c2)nc1C, CCOC(=O)c1sc(-c2ccc(Cl)c([N+](=O)[O-])c2)nc1C. Reaction SMILES: [CH2:48]1[CH2:49][CH2:50][NH:51][CH2:52][CH2:53]1.[CH3:22][c:23]1[n:24][c:25](-[c:33]2[cH:34][c:35]([N+:45](=[O:46])[O-:47])[c:36]([N:39]3[CH2:40][CH2:41][CH2:42][CH2:43][CH2:44]3)[cH:37][cH:38]2)[s:26][c:27]1[C:28](=[O:29])[O:30][CH2:31][CH3:32].[Cl:1][c:2]1[cH:3][cH:4][c:5](-[c:6]2[s:7][c:8]([C:9]([O:10][CH2:11][CH3:12])=[O:13])[c:14]([CH3:15])[n:16]2)[cH:17][c:18]1[N+:19]([O-:20])=[O:21]>>[CH3:22][c:23]1[n:24][c:25](-[c:33]2[cH:34][c:35]([N+:45](=[O:46])[O-:47])[c:36]([N:39]3[CH2:40][CH2:41][CH2:42][CH2:43][CH2:44]3)[cH:37][cH:38]2)[s:26][c:27]1[C:28](=[O:29])[OH:30]. Yields the product Cc1nc(-c2ccc(N3CCCCC3)c([N+](=O)[O-])c2)sc1C(=O)O. Reactants: FC(C(CC(=O)OCC)=O)F (ethyl 4,4-difluoro-3-oxobutanoate), [BH4-].[Na+] (NaBH4). The solvent is C1(=CC=CC=C1)C (toluene). Conditions: time 4.5 hour. The product is FC(C(CC(=O)OCC)O)F (ethyl 4,4-difluoro-3-hydroxybutanoate). Isolated yield 75.1%. RXN SMILES: [F:1][CH:2]([F:11])[C:3](=[O:10])[CH2:4][C:5]([O:7][CH2:8][CH3:9])=[O:6].[BH4-].[Na+]>C1(C)C=CC=CC=1>[F:1][CH:2]([F:11])[CH:3]([OH:10])[CH2:4][C:5]([O:7][CH2:8][CH3:9])=[O:6] |f:1.2|. Procedure details: To a cooled solution of ethyl 4,4-difluoro-3-oxobutanoate (5.0 g, 30.1 mmol) in toluene (150 mL) was added NaBH4 (1.26 g, 33.1 mmol) at 0° C. The mixture was then stirred at RT for 4.5 hours. The reaction was quenched with aqueous HCl (10%) carefully. The separated aqueous phase was extracted with EtOAc (20 mL×2). The combined organic phases were dried over Na2SO4, and then filtered and then concentrated in vacuo to give the crude ethyl 4,4-difluoro-3-hydroxybutanoate as colorless oil (3.8 g, yi... The reactants are solid, [OH-].[Na+] (sodium hydroxide), CC1(C=NC(CC=CCCC=CC1)C(C)C)C (3,3-dimethyl-12-isopropyl-1-aza-1,5,9-cyclododecatriene), Cl (hydrochloric acid), Cl.NO (hydroxylamine hydrochloride). Solvent: O (water). Product: CC(C=NO)(CC=CCCC=CCC(N)C(C)C)C (2,2-dimethyl-11-isopropyl-11-amino-undeca-4,8-dienal-oxime). Yield: 92.0%. RXN SMILES: [CH3:1][C:2]1([CH3:17])[CH2:13][CH:12]=[CH:11][CH2:10][CH2:9][CH:8]=[CH:7][CH2:6][CH:5]([CH:14]([CH3:16])[CH3:15])[N:4]=[CH:3]1.Cl.Cl.[NH2:20][OH:21].[OH-].[Na+]>O>[CH3:1][C:2]([CH3:17])([CH2:13][CH:12]=[CH:11][CH2:10][CH2:9][CH:8]=[CH:7][CH2:6][CH:5]([CH:14]([CH3:16])[CH3:15])[NH2:4])[CH:3]=[N:20][OH:21] |f:2.3,4.5|. Procedure: 233.4 g (1 mol) of 3,3-dimethyl-12-isopropyl-1-aza-1,5,9-cyclododecatriene is added dropwise to 100 g of 37% hydrochloric acid and 200 ml of water in the course of one hour, in a manner ensuring that the temperature does not exceed 80° C. The mixture is then cooled to 20°-50° C., and 69.5 g (1.0 mol) of hydroxylamine hydrochloride is added. There is subsequently added during one hour, while cooling with a water bath, about 92 g (2.3 mols) of solid sodium hydroxide until the pH value of the aqueo... Starting materials: ClC1=NC(=CC(=N1)C1=CC(=C(C=C1)F)Cl)N1CCN(CC1)C1=NC=CC=C1C(F)(F)F (2-chloro-4-(3-chloro-4-fluoro-phenyl)-6-[4-(3-trifluoromethyl-pyridin-2-yl)-piperazin-1-yl]-pyrimidine), C(C)NCC (diethylamine). Conditions: temperature 60 celsius. The product is ClC=1C=C(C=CC1F)C1=NC(=NC(=C1)N1CCN(CC1)C1=NC=CC=C1C(F)(F)F)N(CC)CC ({4-(3-Chloro-4-fluoro-phenyl)-6-[4-(3-trifluoromethyl-pyridin-2-yl)-piperazin-1-yl]-pyrimidin-2-yl}-diethyl-amine). As a reaction SMILES: Cl[C:2]1[N:7]=[C:6]([C:8]2[CH:13]=[CH:12][C:11]([F:14])=[C:10]([Cl:15])[CH:9]=2)[CH:5]=[C:4]([N:16]2[CH2:21][CH2:20][N:19]([C:22]3[C:27]([C:28]([F:31])([F:30])[F:29])=[CH:26][CH:25]=[CH:24][N:23]=3)[CH2:18][CH2:17]2)[N:3]=1.[CH2:32]([NH:34][CH2:35][CH3:36])[CH3:33]>>[Cl:15][C:10]1[CH:9]=[C:8]([C:6]2[CH:5]=[C:4]([N:16]3[CH2:17][CH2:18][N:19]([C:22]4[C:27]([C:28]([F:29])([F:31])[F:30])=[CH:26][CH:25]=[CH:24][N:23]=4)[CH2:20][CH2:21]3)[N:3]=[C:2]([N:34]([CH2:35][CH3:36])[CH2:32][CH3:33])[N:7]=2)[CH:13]=[CH:12][C:11]=1[F:14]. Reported procedure: Combine a mixture of 2-chloro-4-(3-chloro-4-fluoro-phenyl)-6-[4-(3-trifluoromethyl-pyridin-2-yl)-piperazin-1-yl]-pyrimidine (47 mg, 1 mmol) and diethylamine (2 mL). Heat the mixture in a sealed tube at 60° C. for 16 hours. Cool to room temperature and evaporate. Add 1 M NaOH (1 mL) and extract 2× with EtOAc (2 mL each). Combine the organic layers, dry (Na2SO4), and purify using preparative TLC (9:1 hexanes/EtOAc) to obtain {4-(3-Chloro-4-fluoro-phenyl)-6-[4-(3-trifluoromethyl-pyridin-2-yl)-piper... Reactants: 536.2, CS(=O)(=O)N1CCNCC1 (1-Methanesulfonyl-piperazine), COC(C1=CC(=CC=C1)I)=O (methyl-3-iodobenzoate), ClC1=CC=C(C=C1)[C@@H]1C[C@@]12C(NC1=CC=CC=C21)=O ((1R,2S)-2-(4-chlorophenyl)spiro[cyclopropane-1,3′-indolin]-2′-one). Product: ClC1=CC=C(C=C1)[C@H]1C[C@]12C(N(C1=CC=CC=C21)C2=CC(=CC=C2)C(=O)N2CCN(CC2)S(=O)(=O)C)=O ((1S,2R)-2-(4-chlorophenyl)-1′-(3-(4-(methylsulfonyl)piperazine-1-carbonyl)phenyl)spiro[cyclopropane-1,3′-indolin]-2′-one). RXN SMILES: [CH3:1][S:2]([N:5]1[CH2:10][CH2:9][NH:8][CH2:7][CH2:6]1)(=[O:4])=[O:3].CO[C:13](=[O:21])[C:14]1[CH:19]=[CH:18][CH:17]=[C:16](I)[CH:15]=1.[Cl:22][C:23]1[CH:28]=[CH:27][C:26]([C@H:29]2[C@@:31]3([C:39]4[C:34](=[CH:35][CH:36]=[CH:37][CH:38]=4)[NH:33][C:32]3=[O:40])[CH2:30]2)=[CH:25][CH:24]=1>>[Cl:22][C:23]1[CH:24]=[CH:25][C:26]([C@@H:29]2[C@:31]3([C:39]4[C:34](=[CH:35][CH:36]=[CH:37][CH:38]=4)[N:33]([C:16]4[CH:17]=[CH:18][CH:19]=[C:14]([C:13]([N:8]5[CH2:9][CH2:10][N:5]([S:2]([CH3:1])(=[O:4])=[O:3])[CH2:6][CH2:7]5)=[O:21])[CH:15]=4)[C:32]3=[O:40])[CH2:30]2)=[CH:27][CH:28]=1. Procedure: The title compound was prepared in analogy to Example 85 starting from 1-Methanesulfonyl-piperazine, methyl-3-iodobenzoate (commercially available), (1S,2R) and (1R,2S)-2-(4-chlorophenyl)spiro[cyclopropane-1,3′-indolin]-2′-one prepared as in Scheme 1. LC/MS m/e calcd. for C28H26ClN3O4S: 535, observed (M+H)+: 536.2 1H NMR (400 MHz, MeOD-d4) ppm 2.32 (dd, J=8.97, 4.93 Hz, 1 H) 2.43 (dd, J=8.72, 4.93 Hz, 1 H) 2.86 (s, 3 H) 3.20 (br. s., 4 H) 3.38 (t, J=8.84 Hz, 1 H) 3.71 (br. s., 4 H) 6.96 (d, J=7.... The reactants are CC(C)(C)NC(=O)C1=NC=CC=C1C (N-(1,1-dimethylethyl)-3-methyl-2-pyridinecarboxamide), C(CCC)[Li] (n-butyllithium), hexanes, ClC=1C=C(CCl)C=CC1 (m-chlorobenzyl-chloride), O (water). Reagents/catalysts: [Br-].[Na+] (Sodium bromide). The solvent is O1CCCC1 (tetrahydrofuran), O1CCCC1 (tetrahydrofuran), C(C)(=O)OCC (ethyl acetate). Reaction conditions: temperature -40 celsius, time 10 minute. Product: ClC=1C=C(C=CC1)CCC=1C(=NC=CC1)C(=O)NC(C)(C)C (3-[2-(3-chlorophenyl)ethyl]-N-(1,1-dimethylethyl)-2-pyridine carboxamide). Yield: 105.7%. RXN SMILES: [CH3:1][C:2]([NH:5][C:6]([C:8]1[C:13]([CH3:14])=[CH:12][CH:11]=[CH:10][N:9]=1)=[O:7])([CH3:4])[CH3:3].C([Li])CCC.[Cl:20][C:21]1[CH:22]=[C:23]([CH:26]=[CH:27][CH:28]=1)[CH2:24]Cl.O>O1CCCC1.[Br-].[Na+].C(OCC)(=O)C>[Cl:20][C:21]1[CH:22]=[C:23]([CH2:24][CH2:14][C:13]2[C:8]([C:6]([NH:5][C:2]([CH3:1])([CH3:3])[CH3:4])=[O:7])=[N:9][CH:10]=[CH:11][CH:12]=2)[CH:26]=[CH:27][CH:28]=1 |f:5.6|. Reported procedure: To a cold (-40° C.) solution of N-(1,1-dimethylethyl)-3-methyl-2-pyridinecarboxamide (31.5 g; 0.16 mol) in 600 mL of dry tetrahydrofuran was added n-butyllithium in hexanes (2.5 mol; 131 mL) while the temperature was maintained at -40° C. The solution turned deep red after one equivalent was added. Sodium bromide (1.6 g) was added and the mixture was stirred for 10 min. A solution of m-chlorobenzyl-chloride (26.5 g; 0.174 mol) in 125 mL of dry tetrahydrofuran (THF) was added while the temperatur...